Dataset: the Open Reaction Database (ORD), a public repository of structured organic reaction records. Task: describe an organic reaction: reactants, conditions, products, and yield The reactants are CCCCOc1c(CO)n(CC2CC2)c(=O)c2ccc(Br)cc12, Cc1ccccc1, [Na+], O=C([O-])O, O=S(Cl)Cl. Product: CCCCOc1c(CCl)n(CC2CC2)c(=O)c2ccc(Br)cc12. Reaction SMILES: [Br:1][c:2]1[cH:3][c:4]2[c:5]([O:19][CH2:20][CH2:21][CH2:22][CH3:23])[c:6]([CH2:17][OH:18])[n:7]([CH2:13][CH:14]3[CH2:15][CH2:16]3)[c:8](=[O:12])[c:9]2[cH:10][cH:11]1.[CH3:33][c:34]1[cH:35][cH:36][cH:37][cH:38][cH:39]1.[Na+:28].[OH:29][C:30](=[O:31])[O-:32].[S:24]([Cl:25])([Cl:26])=[O:27]>>[Br:1][c:2]1[cH:3][c:4]2[c:5]([O:19][CH2:20][CH2:21][CH2:22][CH3:23])[c:6]([CH2:17][Cl:26])[n:7]([CH2:13][CH:14]3[CH2:15][CH2:16]3)[c:8](=[O:12])[c:9]2[cH:10][cH:11]1. Reactants: CC=CCC(=O)Nc1ccccc1, CO, c1ccncc1. Product: CCC=CC(=O)Nc1ccccc1. Reaction SMILES: [C:1]([CH2:2][CH:3]=[CH:4][CH3:5])(=[O:6])[NH:7][c:8]1[cH:9][cH:10][cH:11][cH:12][cH:13]1.[CH3:14][OH:15].[cH:16]1[cH:17][cH:18][n:19][cH:20][cH:21]1>>[C:1]([CH:2]=[CH:3][CH2:4][CH3:5])(=[O:6])[NH:7][c:8]1[cH:9][cH:10][cH:11][cH:12][cH:13]1.